From a dataset of the Open Reaction Database (ORD), a public repository of structured organic reaction records. describe an organic reaction: reactants, conditions, products, and yield Starting materials: O=Cc1cccc([N+](=O)[O-])c1, OCc1cccc(NO)c1. Product: O=[N+]([O-])c1cccc(C=[N+]([O-])c2cccc(CO)c2)c1. As a reaction SMILES: [N+:11](=[O:12])([O-:13])[c:14]1[cH:15][c:16]([CH:17]=[O:18])[cH:19][cH:20][cH:21]1.[OH:1][CH2:2][c:3]1[cH:4][c:5]([NH:9][OH:10])[cH:6][cH:7][cH:8]1>>[OH:1][CH2:2][c:3]1[cH:4][c:5]([N+:9]([O-:10])=[CH:17][c:16]2[cH:15][c:14]([N+:11](=[O:12])[O-:13])[cH:21][cH:20][cH:19]2)[cH:6][cH:7][cH:8]1. Reactants: Oc1ccc(Br)cc1, CC(C)=O, Clc1ccc(-n2ccnc2)nn1, [Na+], [Na+], O=C([O-])[O-]. The product is Brc1ccc(Oc2ccc(-n3ccnc3)nn2)cc1. As a reaction SMILES: [Br:13][c:14]1[cH:15][cH:16][c:17]([OH:20])[cH:18][cH:19]1.[CH3:27][C:28](=[O:29])[CH3:30].[Cl:1][c:2]1[n:3][n:4][c:5](-[n:8]2[cH:9][n:10][cH:11][cH:12]2)[cH:6][cH:7]1.[Na+:21].[Na+:22].[O-:23][C:24](=[O:25])[O-:26]>>[c:2]1([O:20][c:17]2[cH:16][cH:15][c:14]([Br:13])[cH:19][cH:18]2)[n:3][n:4][c:5](-[n:8]2[cH:9][n:10][cH:11][cH:12]2)[cH:6][cH:7]1. Reactants: BrC1=CC(=C(C(=N1)Cl)OC(F)F)N (6-Bromo-2-chloro-3-(difluoromethoxy)pyridin-4-amine), O (H2O), ClC1=C(C(=C(C=C1)B1OCCCO1)F)OC (2-(4-chloro-2-fluoro-3-methoxyphenyl)-1,3,2-dioxaborinane), [F-].[Cs+] (CsF). The reagents and catalysts are Cl[Pd]([P](C1=CC=CC=C1)(C2=CC=CC=C2)C3=CC=CC=C3)([P](C4=CC=CC=C4)(C5=CC=CC=C5)C6=CC=CC=C6)Cl (PdCl2(PPh3)2). Solvent: COCCOC (DME). Product: ClC1=NC(=CC(=C1OC(F)F)N)C1=C(C(=C(C=C1)Cl)OC)F (2-chloro-6-(4-chloro-2-fluoro-3-methoxyphenyl)-3-(difluoro-methoxy)pyridin-4-amine). The yield is 84.2%. RXN SMILES: Br[C:2]1[N:7]=[C:6]([Cl:8])[C:5]([O:9][CH:10]([F:12])[F:11])=[C:4]([NH2:13])[CH:3]=1.[Cl:14][C:15]1[CH:20]=[CH:19][C:18](B2OCCCO2)=[C:17]([F:27])[C:16]=1[O:28][CH3:29].[F-].[Cs+].O>COCCOC.Cl[Pd](Cl)([P](C1C=CC=CC=1)(C1C=CC=CC=1)C1C=CC=CC=1)[P](C1C=CC=CC=1)(C1C=CC=CC=1)C1C=CC=CC=1>[Cl:8][C:6]1[C:5]([O:9][CH:10]([F:12])[F:11])=[C:4]([NH2:13])[CH:3]=[C:2]([C:18]2[CH:19]=[CH:20][C:15]([Cl:14])=[C:16]([O:28][CH3:29])[C:17]=2[F:27])[N:7]=1 |f:2.3,^1:41,60|. Procedure details: 6-Bromo-2-chloro-3-(difluoromethoxy)pyridin-4-amine (368 mg, 1.346 mmol), 2-(4-chloro-2-fluoro-3-methoxyphenyl)-1,3,2-dioxaborinane (395 mg, 1.615 mmol), PdCl2(PPh3)2 (47.2 mg, 0.067 mmol), and CsF (409 mg, 2.69 mmol) were combined in DME (2 mL) and H2O (2 mL) and heated in a Biotage microwave reactor at 110° C. for 15 min. The cooled reaction mixture was partitioned between EtOAc and H2O. The organic phase was dried, concentrated onto silica gel, and purified by flash chromatography (SiO2, EtOA... The reactants are NOCc1ccccc1, Cl, O=C1c2ccsc2CC1O, c1ccncc1. The product is OC1Cc2sccc2C1=NOCc1ccccc1. As a reaction SMILES: [CH2:12]([c:13]1[cH:14][cH:15][cH:16][cH:17][cH:18]1)[O:19][NH2:20].[ClH:11].[OH:1][CH:2]1[C:3](=[O:10])[c:4]2[c:5]([s:6][cH:7][cH:8]2)[CH2:9]1.[cH:21]1[cH:22][cH:23][n:24][cH:25][cH:26]1>>[OH:1][CH:2]1[C:3](=[N:20][O:19][CH2:12][c:13]2[cH:14][cH:15][cH:16][cH:17][cH:18]2)[c:4]2[c:5]([s:6][cH:7][cH:8]2)[CH2:9]1. Reactants: [Al+3], CCC(O)(CC)c1c[nH]c(C)c1, [H-], [H-], [H-], [H-], [Li+], [Na+], [Na+], O=S(=O)([O-])[O-], C1CCOC1. Product: CCC(CC)c1c[nH]c(C)c1. Reaction SMILES: [Al+3:2].[CH3:7][c:8]1[cH:9][c:10]([C:13]([CH2:14][CH3:15])([CH2:16][CH3:17])[OH:18])[cH:11][nH:12]1.[H-:1].[H-:4].[H-:5].[H-:6].[Li+:3].[Na+:19].[Na+:20].[O-:21][S:22](=[O:23])(=[O:24])[O-:25].[O:26]1[CH2:27][CH2:28][CH2:29][CH2:30]1>>[CH3:7][c:8]1[cH:9][c:10]([CH:13]([CH2:14][CH3:15])[CH2:16][CH3:17])[cH:11][nH:12]1. The reactants are COC(C1=C(C=CC=C1[N+](=O)[O-])CNC(=O)OC(C)(C)C)=O (2-(tert-butoxycarbonylamino-methyl)-6-nitro-benzoic acid methyl ester), CCOCC (Ether). Run in CO (methanol), O (water). Reaction conditions: time 8 hour. Product: C(C)(C)(C)OC(=O)NCC1=C(C(=O)O)C(=CC=C1)[N+](=O)[O-] (2-(tert-butoxycarbonylamino-methyl)-6-nitro-benzoic acid). Yield: 60.0%. Reaction SMILES: C[O:2][C:3](=[O:22])[C:4]1[C:9]([N+:10]([O-:12])=[O:11])=[CH:8][CH:7]=[CH:6][C:5]=1[CH2:13][NH:14][C:15]([O:17][C:18]([CH3:21])([CH3:20])[CH3:19])=[O:16].CCOCC>CO.O>[C:18]([O:17][C:15]([NH:14][CH2:13][C:5]1[CH:6]=[CH:7][CH:8]=[C:9]([N+:10]([O-:12])=[O:11])[C:4]=1[C:3]([OH:22])=[O:2])=[O:16])([CH3:21])([CH3:19])[CH3:20]. Procedure: A mixture of 2-(tert-butoxycarbonylamino-methyl)-6-nitro-benzoic acid methyl ester (38.96 g, 126 mmol) lithium hydroxide (3.61 g, 151 mmol) in methanol (450 mL) and water (225 mL) was stirred with a mechanical stirrer at room temp overnight. The methanol was evaporated and to the aqueous solution, was added 1 N HCl (200 mL) to form the precipitate. Ether (300 mL) was added, and the mixture was stirred at 0° C. for 2 hours. The suspension was filtered, washed with water (100 mL) and ether (100 mL...